This data is from the Open Reaction Database (ORD), a public repository of structured organic reaction records. The task is: describe an organic reaction: reactants, conditions, products, and yield Reactants: CC(=O)[O-], CO, O=Cc1ccccc1OC1CCN(C(=O)CNC(=O)c2cc(-c3ccccc3)[nH]n2)CC1, Cl, NO, [Na+], O. The product is O=C(NCC(=O)N1CCC(Oc2ccccc2CO)CC1)c1cc(-c2ccccc2)[nH]n1. As a reaction SMILES: [CH3:37][C:38](=[O:39])[O-:40].[CH3:41][OH:42].[CH:4](=[O:5])[c:6]1[c:7]([O:8][CH:9]2[CH2:10][CH2:11][N:12]([C:15]([CH2:16][NH:17][C:18](=[O:19])[c:20]3[n:21][nH:22][c:23](-[c:25]4[cH:26][cH:27][cH:28][cH:29][cH:30]4)[cH:24]3)=[O:31])[CH2:13][CH2:14]2)[cH:32][cH:33][cH:34][cH:35]1.[ClH:1].[NH2:2][OH:3].[Na+:36].[OH2:43]>>[CH2:4]([OH:5])[c:6]1[c:7]([O:8][CH:9]2[CH2:10][CH2:11][N:12]([C:15]([CH2:16][NH:17][C:18](=[O:19])[c:20]3[n:21][nH:22][c:23](-[c:25]4[cH:26][cH:27][cH:28][cH:29][cH:30]4)[cH:24]3)=[O:31])[CH2:13][CH2:14]2)[cH:32][cH:33][cH:34][cH:35]1. Starting materials: C[Si](C)(C)C=[N+]=[N-] (Trimethylsilyldiazomethane), [N+](=O)([O-])C1=C(C=CC(=C1)[N+](=O)[O-])CC(=O)O (2,4-dinitrophenylacetic acid), CO (methanol), [N+](=O)([O-])C1=C(C=CC(=C1)[N+](=O)[O-])CC(=O)O (2,4-dinitrophenylacetic acid). Run in C1(=CC=CC=C1)C (toluene). Conditions: time 3 hour. Product: COC(CC1=C(C=C(C=C1)[N+](=O)[O-])[N+](=O)[O-])=O (2,4-dinitrophenylacetic acid methyl ester). The yield is 95.0%. RXN SMILES: [N+:1]([C:4]1[CH:9]=[C:8]([N+:10]([O-:12])=[O:11])[CH:7]=[CH:6][C:5]=1[CH2:13][C:14]([OH:16])=[O:15])([O-:3])=[O:2].CO.[CH3:19][Si](C=[N+]=[N-])(C)C>C1(C)C=CC=CC=1>[CH3:19][O:15][C:14](=[O:16])[CH2:13][C:5]1[CH:6]=[CH:7][C:8]([N+:10]([O-:12])=[O:11])=[CH:9][C:4]=1[N+:1]([O-:3])=[O:2]. Procedure details: A 250 ml three-necked conical flask equipped with a nitrogen inlet and a stirrer was purged with nitrogen, and was added with 2,4-dinitrophenylacetic acid (2.26 g, 0.01 mole), methanol (20 ml) and toluene (83 ml). Stirring was conducted at room temperature until 2,4-dinitrophenylacetic acid was dissolved. Trimethylsilyldiazomethane (8.3 ml) was then added, and reaction was conducted for 3 hours at room temperature. Solvent was removed by distilling under a reduced pressure and by drying at 70° C... The reactants are C(CO)O (ethylene glycol), NC1=C(C=C(C=2C(C3=CC=CC=C3C(C12)=O)=O)O)Cl (1-amino-4-hydroxy-2-chloroanthraquinone), C1(=CC=CC=C1)O (phenol), C([O-])([O-])=O.[K+].[K+] (potassium carbonate). The solvent is CN1C(CCC1)=O (N-methylpyrrolidone). Product: NC1=C(C=C(C=2C(C3=CC=CC=C3C(C12)=O)=O)O)OCCO (1-amino-2-(2'-hydroxyethoxy)-4-hydroxyanthraquinone). As a reaction SMILES: [CH2:1]([OH:4])[CH2:2][OH:3].[NH2:5][C:6]1[C:19]2[C:18](=[O:20])[C:17]3[C:12](=[CH:13][CH:14]=[CH:15][CH:16]=3)[C:11](=[O:21])[C:10]=2[C:9]([OH:22])=[CH:8][C:7]=1Cl.C1(O)C=CC=CC=1.C(=O)([O-])[O-].[K+].[K+]>CN1CCCC1=O>[NH2:5][C:6]1[C:19]2[C:18](=[O:20])[C:17]3[C:12](=[CH:13][CH:14]=[CH:15][CH:16]=3)[C:11](=[O:21])[C:10]=2[C:9]([OH:22])=[CH:8][C:7]=1[O:3][CH2:2][CH2:1][OH:4] |f:3.4.5|. Reported procedure: 47 parts of ethylene glycol, 13.7 parts of 1-amino-4-hydroxy-2-chloroanthraquinone, 24 parts of N-methylpyrrolidone, 1.2 parts of phenol and 6 parts of potassium carbonate are heated for 6 hours at 120°-125°C under nitrogen. After working up, 10.5 parts of 1-amino-2-(2'-hydroxyethoxy)-4-hydroxyanthraquinone are obtained. The reactants are ClC=1C=CC(=C(/C=C/C(=O)OC)C1)NS(=O)(=O)C1=CC=CC=C1 (methyl trans-5-chloro-2-(phenylsulfonylamino)cinnamate), BrCC(=O)C1=NC=CC(=C1)CC (2-bromoacetyl-4-ethylpyridine). Product: COC(CC1=C(NC2=CC=C(C=C12)Cl)C(=O)C1=NC=CC(=C1)CC)=O (Methyl[5-chloro-2-(4-ethylpyridine-2-carbonyl)-1H-indol-3-yl]acetate). RXN SMILES: [Cl:1][C:2]1[CH:3]=[CH:4][C:5]([NH:14]S(C2C=CC=CC=2)(=O)=O)=[C:6]([CH:13]=1)/[CH:7]=[CH:8]/[C:9]([O:11][CH3:12])=[O:10].Br[CH2:25][C:26]([C:28]1[CH:33]=[C:32]([CH2:34][CH3:35])[CH:31]=[CH:30][N:29]=1)=[O:27]>>[CH3:12][O:11][C:9](=[O:10])[CH2:8][C:7]1[C:6]2[C:5](=[CH:4][CH:3]=[C:2]([Cl:1])[CH:13]=2)[NH:14][C:25]=1[C:26]([C:28]1[CH:33]=[C:32]([CH2:34][CH3:35])[CH:31]=[CH:30][N:29]=1)=[O:27]. Procedure: The title compound was prepared according to the procedure described in Example 57 from methyl trans-5-chloro-2-(phenylsulfonylamino)cinnamate (Example 36, step 3) and 2-bromoacetyl-4-ethylpyridine (Preparation is described in Example 57).